Dataset: the Open Reaction Database (ORD), a public repository of structured organic reaction records. Task: describe an organic reaction: reactants, conditions, products, and yield Starting materials: CCOc1c(Br)ccc(C(=O)c2cnoc2C2CC2)c1N(C)S(C)(=O)=O, CC(=O)O, [Na+], [OH-], O, O=S(=O)(O)O. Yields the product CCOc1c(Br)ccc(C(=O)c2cnoc2C2CC2)c1NC. As a reaction SMILES: [Br:1][c:2]1[c:3]([O:24][CH2:25][CH3:26])[c:4]([N:18]([S:19]([CH3:20])(=[O:21])=[O:22])[CH3:23])[c:5]([C:6](=[O:7])[c:8]2[cH:9][n:10][o:11][c:12]2[CH:13]2[CH2:14][CH2:15]2)[cH:16][cH:17]1.[CH3:35][C:36](=[O:37])[OH:38].[Na+:34].[OH-:33].[OH2:32].[S:27](=[O:28])(=[O:29])([OH:30])[OH:31]>>[Br:1][c:2]1[c:3]([O:24][CH2:25][CH3:26])[c:4]([NH:18][CH3:23])[c:5]([C:6](=[O:7])[c:8]2[cH:9][n:10][o:11][c:12]2[CH:13]2[CH2:14][CH2:15]2)[cH:16][cH:17]1. Reactants: ClCC(=O)C1=C(C=CC(=C1)C)O (2-chloroacetyl-4-methylphenol), CN(C(=S)N)C (N,N-dimethyl thiourea). Product: CN(C=1SC=C(N1)C1=C(C=CC(=C1)C)O)C (2-dimethylamino-4-(2'-hydroxy-5'-methylphenyl)-thiazole). Isolated yield 96.0%. Reaction SMILES: Cl[CH2:2][C:3]([C:5]1[CH:10]=[C:9]([CH3:11])[CH:8]=[CH:7][C:6]=1[OH:12])=O.[CH3:13][N:14]([CH3:18])[C:15]([NH2:17])=[S:16]>>[CH3:13][N:14]([CH3:18])[C:15]1[S:16][CH:2]=[C:3]([C:5]2[CH:10]=[C:9]([CH3:11])[CH:8]=[CH:7][C:6]=2[OH:12])[N:17]=1. Procedure details: 17.5 g or 2-chloroacetyl-4-methylphenol and 10.9 g of N,N-dimethyl thiourea are heated for 20 minutes to 110° C. After cooling, the solidified mass is recrystallised from aqueous methanol, affording 14.2 g (96% of theory) of 2-dimethylamino-4-(2'-hydroxy-5'-methylphenyl)-thiazole of the formula (101) ##STR13## with a melting point of 108°-110° C. Reactants: C(C1=CC=CC=C1)OC(=O)N1C(CCC1)CC(=O)O (N-benzyloxycarbonylpyrrolidin-2-yl acetic acid), Cl.C(C)(C)(C)OC([C@@H](N)CC(C)C)=O (leucine t-butyl ester hydrochloride), ON1N=NC2=C1C=CC=C2 (1-hydroxybenzotriazole), Cl.C(C)N=C=NCCCN(C)C (1-ethyl-3-(3-dimethylaminopropyl) carbodiimide hydrochloride). Run in ClCCl (dichloromethane), C(C)N(CC)CC (triethylamine). Conditions: time 2 hour. Product: C(C)(C)(C)OC([C@@H](NC(C(C1N(CCC1)C(=O)OCC1=CC=CC=C1)O)=O)CC(C)C)=O ([2-hydroxy-2-(N-benzyloxycarbonylpyrrolidin-2-yl)acetyl]-leucine t-butyl ester). The yield is 95.5%. As a reaction SMILES: [CH2:1]([O:8][C:9]([N:11]1[CH2:15][CH2:14][CH2:13][CH:12]1[CH2:16][C:17]([OH:19])=O)=[O:10])[C:2]1[CH:7]=[CH:6][CH:5]=[CH:4][CH:3]=1.Cl.[C:21]([O:25][C:26](=[O:33])[C@H:27]([CH2:29][CH:30]([CH3:32])[CH3:31])[NH2:28])([CH3:24])([CH3:23])[CH3:22].[OH:34]N1C2C=CC=CC=2N=N1.Cl.C(N=C=NCCCN(C)C)C>ClCCl.C(N(CC)CC)C>[C:21]([O:25][C:26](=[O:33])[C@H:27]([CH2:29][CH:30]([CH3:31])[CH3:32])[NH:28][C:17](=[O:19])[CH:16]([OH:34])[CH:12]1[CH2:13][CH2:14][CH2:15][N:11]1[C:9]([O:8][CH2:1][C:2]1[CH:3]=[CH:4][CH:5]=[CH:6][CH:7]=1)=[O:10])([CH3:24])([CH3:23])[CH3:22] |f:1.2,4.5|. Procedure: 2-Hydroxy-2-(N-benzyloxycarbonylpyrrolidin-2-yl acetic acid (202 mg), leucine t-butyl ester hydrochloride (162 mg) and triethylamine (106 μl ) were dissolved in dry dichloromethane (4 ml), and 1-hydroxybenzotriazole (196 mg) and 1-ethyl-3-(3-dimethylaminopropyl) carbodiimide hydrochloride (196 mg) were added to the solution under cooling with ice and stirred for 2 h. The temperature was elevated to room temperature and the mixture was stirred for 6 h. The reaction liquid was concentrated under r... Starting materials: FC1=C(C(C(=O)O)=C(C(=C1F)F)F)C(=O)O (3,4,5,6-tetrafluorophthalic acid), S(=O)(=O)([O-])[O-].[NH4+].[NH4+] (ammonium sulfate), [OH-].[Ca+2].[OH-] (calcium hydroxide), FC1=C(C(C(=O)O)=C(C(=C1F)F)F)C(=O)O (3,4,5,6-tetrafluorophthalic acid), S(O)(O)(=O)=O (sulfuric acid). Run in O (water). The product is FC1=C(C(=O)O)C=C(C(=C1F)F)F (2,3,4,5-tetrafluorobenzoic acid). As a reaction SMILES: [F:1][C:2]1[C:10]([F:11])=[C:9]([F:12])[C:8]([F:13])=[C:4](C(O)=O)[C:3]=1[C:14]([OH:16])=[O:15].S(=O)(=O)(O)O.S([O-])([O-])(=O)=O.[NH4+].[NH4+].[OH-].[Ca+2].[OH-]>O>[F:1][C:2]1[C:10]([F:11])=[C:9]([F:12])[C:8]([F:13])=[CH:4][C:3]=1[C:14]([OH:16])=[O:15] |f:2.3.4,5.6.7|. Reported procedure: Decarboxylation of 3,4,5,6-tetrafluorophthalic acid was carried out by following the procedure of Example 1, except that 238 g (1.00 mole) of 3,4,5,6-tetrafluorophthalic acid, 13.8 g (0.140 mole) of sulfuric acid, 5.5 g (0.042 mole) of ammonium sulfate, 22.2 g (0.30 mole) of calcium hydroxide, and 480 g of water were used [pH 1.89 at 70° C. at the time of charging]. This example was found to have produced 2,3,4,5-tetrafluorobenzoic acid in a yield of 95.4 mole %. Reactants: BrCCc1ccccc1, c1ccc(C2CNCc3ccsc32)cc1. Yields the product c1ccc(CCN2Cc3ccsc3C(c3ccccc3)C2)cc1. As a reaction SMILES: [CH2:1]([CH2:2][c:3]1[cH:4][cH:5][cH:6][cH:7][cH:8]1)[Br:9].[c:10]1([CH:16]2[c:17]3[c:18]([cH:22][cH:23][s:24]3)[CH2:19][NH:20][CH2:21]2)[cH:11][cH:12][cH:13][cH:14][cH:15]1>>[CH2:1]([CH2:2][c:3]1[cH:4][cH:5][cH:6][cH:7][cH:8]1)[N:20]1[CH2:19][c:18]2[c:17]([s:24][cH:23][cH:22]2)[CH:16]([c:10]2[cH:11][cH:12][cH:13][cH:14][cH:15]2)[CH2:21]1. Product: CNC([C@@H](C)OC1=C2C(=NC=NC2=CC=C1)NC=1C=C2C=NN(C2=CC1)CC=1SC=CN1)=O ((2R)—N-methyl-2-[(4-{[1-(1,3-thiazol-2-ylmethyl)-1H-indazol-5-yl]amino}quinazolin-5-yl)oxy]propanamide). The reactants are S1C(=NC=C1)CN1N=CC2=CC(=CC=C12)NC1=NC=NC2=CC=CC(=C12)O[C@@H](C(=O)OC)C (methyl (2R)-2-[(4-{[1-(1,3-thiazol-2-ylmethyl)-1H-indazol-5-yl]amino}quinazolin-5-yl)oxy]propanoate), CN (methylamine). Yield: 86.0%. RXN SMILES: [S:1]1[CH:5]=[CH:4][N:3]=[C:2]1[CH2:6][N:7]1[C:15]2[C:10](=[CH:11][C:12]([NH:16][C:17]3[C:26]4[C:21](=[CH:22][CH:23]=[CH:24][C:25]=4[O:27][C@H:28]([CH3:33])[C:29](OC)=[O:30])[N:20]=[CH:19][N:18]=3)=[CH:13][CH:14]=2)[CH:9]=[N:8]1.[CH3:34][NH2:35]>>[CH3:34][NH:35][C:29](=[O:30])[C@H:28]([O:27][C:25]1[CH:24]=[CH:23][CH:22]=[C:21]2[C:26]=1[C:17]([NH:16][C:12]1[CH:11]=[C:10]3[C:15](=[CH:14][CH:13]=1)[N:7]([CH2:6][C:2]1[S:1][CH:5]=[CH:4][N:3]=1)[N:8]=[CH:9]3)=[N:18][CH:19]=[N:20]2)[CH3:33]. Procedure details: Using the same procedure as in Example 5, methyl (2R)-2-[(4-{[1-(1,3-thiazol-2-ylmethyl)-1H-indazol-5-yl]amino}quinazolin-5-yl)oxy]propanoate (210 mg, 0.46 mmol) was reacted with methylamine to give the title compound as a white solid (181 mg, 86%); NMR Spectrum 1.66 (d, 3H), 2.68 (d, 3H), 5.16 (q, 1H), 6.04 (s, 2H), 7.01 (d, 1H), 7.37 (d, 1H), 7.66 (s, 1H), 7.72-7.80 (m, 4H), 8.21 (s, 1H), 8.39 (m, 1H), 8.54 (s, 1H), 8.56 (s, 1H), 10.70 (br s, 1H); Mass spectrum MH+ 460.